describe an organic reaction: reactants, conditions, products, and yield From a dataset of the Open Reaction Database (ORD), a public repository of structured organic reaction records. The reactants are ClCCCC(=O)N1CCCOC2=C1C=CC=C2 (5-(4-chlorobutyryl)-2,3,4,5-tetrahydro-1,5-benzoxazepine), O(C1=CC=CC=C1)C1=CC=C(C=C1)C1CCNCC1 (4-(4-phenoxyphenyl)piperidine). Product: O(C1=CC=CC=C1)C1=CC=C(C=C1)C1CCN(CC1)CCCC(=O)N1CCCOC2=C1C=CC=C2 (5-[4-(4-(4-phenoxyphenyl)piperidin-1-yl)butyryl]-2,3,4,5-tetrahydro-1,5-benzoxazepine). Reaction SMILES: Cl[CH2:2][CH2:3][CH2:4][C:5]([N:7]1[C:13]2[CH:14]=[CH:15][CH:16]=[CH:17][C:12]=2[O:11][CH2:10][CH2:9][CH2:8]1)=[O:6].[O:18]([C:25]1[CH:30]=[CH:29][C:28]([CH:31]2[CH2:36][CH2:35][NH:34][CH2:33][CH2:32]2)=[CH:27][CH:26]=1)[C:19]1[CH:24]=[CH:23][CH:22]=[CH:21][CH:20]=1>>[O:18]([C:25]1[CH:30]=[CH:29][C:28]([CH:31]2[CH2:36][CH2:35][N:34]([CH2:2][CH2:3][CH2:4][C:5]([N:7]3[C:13]4[CH:14]=[CH:15][CH:16]=[CH:17][C:12]=4[O:11][CH2:10][CH2:9][CH2:8]3)=[O:6])[CH2:33][CH2:32]2)=[CH:27][CH:26]=1)[C:19]1[CH:20]=[CH:21][CH:22]=[CH:23][CH:24]=1. Reported procedure: The compound (16) synthesized in Reference Example 16 and the compound (4) synthesized in Reference Example 4 were used to produce the above compound in the same way as Example 1.